From a dataset of the Open Reaction Database (ORD), a public repository of structured organic reaction records. describe an organic reaction: reactants, conditions, products, and yield Reactants: NCCC=1N=CN(C1)CCCNC(CC)(C1=CC=CC=C1)CC (3-[4-(2-Aminoethyl)imidazol-1-yl]-N-(1-ethyl-1-phenylpropyl)propylamine), COC1=CC=C(C(=O)Cl)C=C1 (4-methoxybenzoyl chloride). Yields the product C(C)C(CC)(C1=CC=CC=C1)NCCCN1C=NC(=C1)CCNC(C1=CC=C(C=C1)OC)=O (N-(2-{1-[3-(1-ethyl-1-phenylpropylamino)propyl]-imidazol-4-yl}ethyl)-4-methoxybenzamide). As a reaction SMILES: [NH2:1][CH2:2][CH2:3][C:4]1[N:5]=[CH:6][N:7]([CH2:9][CH2:10][CH2:11][NH:12][C:13]([CH2:22][CH3:23])([C:16]2[CH:21]=[CH:20][CH:19]=[CH:18][CH:17]=2)[CH2:14][CH3:15])[CH:8]=1.[CH3:24][O:25][C:26]1[CH:34]=[CH:33][C:29]([C:30](Cl)=[O:31])=[CH:28][CH:27]=1>>[CH2:14]([C:13]([NH:12][CH2:11][CH2:10][CH2:9][N:7]1[CH:8]=[C:4]([CH2:3][CH2:2][NH:1][C:30](=[O:31])[C:29]2[CH:33]=[CH:34][C:26]([O:25][CH3:24])=[CH:27][CH:28]=2)[N:5]=[CH:6]1)([C:16]1[CH:21]=[CH:20][CH:19]=[CH:18][CH:17]=1)[CH2:22][CH3:23])[CH3:15]. Procedure details: 3-[4-(2-Aminoethyl)imidazol-1-yl]-N-(1-ethyl-1-phenylpropyl)propylamine (0.5 g) was reacted with 4-methoxybenzoyl chloride (0.29 g) in a similar manner to Example 55 to give N-(2-{1-[3-(1-ethyl-1-phenylpropylamino)propyl]-imidazol-4-yl}ethyl)-4-methoxybenzamide, as an oil. Reactants: [Br-].C(CC1=CC=CC=C1)[P+](C1=CC=CC=C1)(C1=CC=CC=C1)C1=CC=CC=C1 (phenethyltriphenylphosphonium bromide), [Li]CCCC (n-BuLi), C(C)(C)(C)C1=CC=C(C=C1)CC(C=O)C (3-(4-tert-butylphenyl)-2-methylpropanal). Product: C(C)(C)(C)C1=CC=C(C=C1)CC(C=CCC1=CC=CC=C1)C (1-tert-Butyl-4-(2-methyl-5-phenylpent-3-enyl)benzene). Yield: 68.8%. As a reaction SMILES: [Br-].[CH2:2]([P+](C1C=CC=CC=1)(C1C=CC=CC=1)C1C=CC=CC=1)[CH2:3][C:4]1[CH:9]=[CH:8][CH:7]=[CH:6][CH:5]=1.[Li]CCCC.[C:34]([C:38]1[CH:43]=[CH:42][C:41]([CH2:44][CH:45]([CH3:48])[CH:46]=O)=[CH:40][CH:39]=1)([CH3:37])([CH3:36])[CH3:35]>>[C:34]([C:38]1[CH:39]=[CH:40][C:41]([CH2:44][CH:45]([CH3:48])[CH:46]=[CH:2][CH2:3][C:4]2[CH:5]=[CH:6][CH:7]=[CH:8][CH:9]=2)=[CH:42][CH:43]=1)([CH3:37])([CH3:36])[CH3:35] |f:0.1|. Procedure: Starting from phenethyltriphenylphosphonium bromide (3.00 g, 6.71 mmol, 1.0 equiv.), n-BuLi (1.6 M in hexanes, 4.2 mL, 6.71 mmol, 1.0 equiv.) and 3-(4-tert-butylphenyl)-2-methylpropanal (2.05 g, 10.1 mmol, 1.5 equiv.), 1.35 g (69%) of the title compound as a colorless oil was obtained after purification by flash chromatography on SiO2 (cyclohexane/EtOAc 997:3). Starting materials: BrC1C=2N(CCCC1)C(C=C(N2)C2=NC=NC=C2)=O ((+/−)-10-bromo-2-pyrimidin-4-yl-7,8,9,10-tetrahydro-6H-pyrimido[1,2-α]azepin-4-one), CuBr, CSC (DMS), C1(CC1)[Mg]Br (cyclopropyl magnesium bromide). Run in [Cl-].[NH4+] (ammonium chloride), C(C)(=O)OCC (ethyl acetate), O1CCCC1 (tetrahydrofuran), O1CCCC1 (tetrahydrofuran). Conditions: time 30 minute. Product: C1(CC1)C1C=2N(CCCC1)C(C=C(N2)C2=NC=NC=C2)=O ((+/−)-10-Cyclopropyl-2-pyrimidin-4-yl-7,8,9,10-tetrahydro-6H-pyrimido[1,2-α]azepin-4-one). Isolated yield 32.7%. As a reaction SMILES: CSC.[CH:4]1([Mg]Br)[CH2:6][CH2:5]1.Br[CH:10]1[CH2:16][CH2:15][CH2:14][CH2:13][N:12]2[C:17](=[O:27])[CH:18]=[C:19]([C:21]3[CH:26]=[CH:25][N:24]=[CH:23][N:22]=3)[N:20]=[C:11]12>O1CCCC1.[Cl-].[NH4+].C(OCC)(=O)C>[CH:4]1([CH:10]2[CH2:16][CH2:15][CH2:14][CH2:13][N:12]3[C:17](=[O:27])[CH:18]=[C:19]([C:21]4[CH:26]=[CH:25][N:24]=[CH:23][N:22]=4)[N:20]=[C:11]23)[CH2:6][CH2:5]1 |f:4.5|. Procedure: To a solution of 1.33 g (6.48 mmol) of CuBr.DMS in 25 mL of dry tetrahydrofuran at −78° C., was slowly added 12.45 mL (6.23 mmol) of cyclopropyl magnesium bromide (0.5 M in tetrahydrofuran). The resulting mixture was stirred at room temperature for 30 min. 0.800 g (2.49 mmol) of (+/−)-10-bromo-2-pyrimidin-4-yl-7,8,9,10-tetrahydro-6H-pyrimido[1,2-α]azepin-4-one dissolved in 10 mL of dry tetrahydrofuran was added at −78° C. and the resulting mixture was stirred for 1.5 hours and allowed to warm to...